describe an organic reaction: reactants, conditions, products, and yield From a dataset of the Open Reaction Database (ORD), a public repository of structured organic reaction records. Reactants: CCCCCC (hexane), C(C)(=O)OCC (ethyl acetate), F\C(\CO)=C(/C)\C=1C=C2C(=CC(OC2=CC1OC)(C)C)C(C)C ((2E)-2-fluoro-3-(4-isopropyl-7-methoxy-2,2-dimethyl-2H-chromen-6-yl)-but-2-en-1-ol), F\C(\CO)=C(/C)\C=1C=C2C(=CC(OC2=CC1OC)(C)C)C(C)C ((2E)-2-fluoro-3-(4-isopropyl-7-methoxy-2,2-dimethyl-2H-chromen-6-yl)-but-2-en-1-ol), C[N+]1(CCOCC1)[O-] (4-methylmorpholine N-oxide), powder. The reagents and catalysts are [Ru](=O)(=O)(=O)[O-].C(CC)[N+](CCC)(CCC)CCC (tetrapropylammonium perruthenate). Solvent: hexanes, ClCCl.C(C)#N (dichloromethane acetonitrile). Run at temperature 25 celsius, time 1 hour. The product is F\C(\C=O)=C(/C)\C=1C=C2C(=CC(OC2=CC1OC)(C)C)C(C)C ((2E)-2-Fluoro-3-(4-isopropyl-7-methoxy-2,2-dimethyl-2H-chromen-6-yl)-but-2-enal). RXN SMILES: [F:1]/[C:2](=[C:5](/[C:7]1[CH:8]=[C:9]2[C:14](=[CH:15][C:16]=1[O:17][CH3:18])[O:13][C:12]([CH3:20])([CH3:19])[CH:11]=[C:10]2[CH:21]([CH3:23])[CH3:22])\[CH3:6])/[CH2:3][OH:4].C[N+]1([O-])CCOCC1.CCCCCC.C(OCC)(=O)C>ClCCl.C(#N)C.[Ru]([O-])(=O)(=O)=O.C([N+](CCC)(CCC)CCC)CC>[F:1]/[C:2](=[C:5](/[C:7]1[CH:8]=[C:9]2[C:14](=[CH:15][C:16]=1[O:17][CH3:18])[O:13][C:12]([CH3:20])([CH3:19])[CH:11]=[C:10]2[CH:21]([CH3:23])[CH3:22])\[CH3:6])/[CH:3]=[O:4] |f:4.5,6.7|. Reported procedure: To a solution of (2E)-2-fluoro-3-(4-isopropyl-7-methoxy-2,2-dimethyl-2H-chromen-6-yl)-but-2-en-1-ol (Compound 82, 117 mg, 0.37 mmol) in dichloromethane/acetonitrile (6:1, 7 mL) at 25° C. were added 4-methylmorpholine N-oxide (85 mg, 0.74 mmol), tetrapropylammonium perruthenate (12 mg, 0.04 mmol), and 4 Å molecular sieve powder (60 mg). The mixture was stirred at 25° C. for 1 h and applied directly to chromatography. Flash chromatography (silica gel, 100% hexane to 5% ethyl acetate in hexanes) ga... Reactants: COc1cc(C)ccc1Cl, ClC(Cl)(Cl)Cl, CC(C)(C#N)N=NC(C)(C)C#N, O=C1CCC(=O)N1Br. Product: COc1cc(CBr)ccc1Cl. As a reaction SMILES: [Cl:1][c:2]1[c:3]([O:9][CH3:10])[cH:4][c:5]([CH3:8])[cH:6][cH:7]1.[Cl:31][C:32]([Cl:33])([Cl:34])[Cl:35].[N:19]#[C:20][C:21]([N:22]=[N:23][C:24]([C:25]#[N:26])([CH3:27])[CH3:28])([CH3:29])[CH3:30].[O:11]=[C:12]1[N:13]([Br:18])[C:14](=[O:15])[CH2:16][CH2:17]1>>[Cl:1][c:2]1[c:3]([O:9][CH3:10])[cH:4][c:5]([CH2:8][Br:18])[cH:6][cH:7]1. The product is C#CC1CCC(CCCCC)CC1. RXN SMILES: [Br:1][C:2](=[CH:3][CH:4]1[CH2:5][CH2:6][CH:7]([CH2:10][CH2:11][CH2:12][CH2:13][CH3:14])[CH2:8][CH2:9]1)[Br:15].[CH2:16]([Li:17])[CH2:18][CH2:19][CH3:20].[CH3:27][CH2:28][CH2:29][CH2:30][CH2:31][CH3:32].[O:22]1[CH2:23][CH2:24][CH2:25][CH2:26]1.[OH2:21]>>[CH:2]#[C:3][CH:4]1[CH2:5][CH2:6][CH:7]([CH2:10][CH2:11][CH2:12][CH2:13][CH3:14])[CH2:8][CH2:9]1. Reactants: CCCCCC1CCC(C=C(Br)Br)CC1, [Li]CCCC, CCCCCC, C1CCOC1, O. Reactants: alcohol, NC1=CC2=C(OCCN(CCO2)S(=O)(=O)C2=CC=C(C=C2)C)C=C1 (9-amino-4-[(4-methylphenyl)sulfonyl]-3,4,5,6-tetrahydro-2H-1,7,4-benzodioxazonine), [OH-].[NH4+] (ammonium hydroxide), C(=O)C=O (glyoxal), C=O (formaldehyde). The solvent is alcohol, alcohol. Yields the product N1(C=NC=C1)C1=CC2=C(OCCN(CCO2)S(=O)(=O)C2=CC=C(C=C2)C)C=C1 (9-(1H-Imidazol-1-yl)-4-[(4-methylphenyl)sulfonyl]-3,4,5,6-tetrahydro-2H-1,7,4-benzodioxazonine). RXN SMILES: [NH2:1][C:2]1[CH:24]=[CH:23][C:5]2[O:6][CH2:7][CH2:8][N:9]([S:13]([C:16]3[CH:21]=[CH:20][C:19]([CH3:22])=[CH:18][CH:17]=3)(=[O:15])=[O:14])[CH2:10][CH2:11][O:12][C:4]=2[CH:3]=1.[OH-].[NH4+:26].[CH:27]([CH:29]=O)=O.[CH2:31]=O>>[N:1]1([C:2]2[CH:24]=[CH:23][C:5]3[O:6][CH2:7][CH2:8][N:9]([S:13]([C:16]4[CH:21]=[CH:20][C:19]([CH3:22])=[CH:18][CH:17]=4)(=[O:15])=[O:14])[CH2:10][CH2:11][O:12][C:4]=3[CH:3]=2)[CH:29]=[CH:27][N:26]=[CH:31]1 |f:1.2|. Procedure details: To reagent alcohol at 60° C. simultaneously add a solution of 9-amino-4-[(4-methylphenyl)sulfonyl]-3,4,5,6-tetrahydro-2H-1,7,4-benzodioxazonine and ammonium hydroxide diluted with alcohol and a solution of aqueous glyoxal and aqueous formaldehyde diluted to an equal volume with alcohol as the above solution. Monitor the progress of the reaction by thin-layer chromatography. Upon completion partition the reaction between ethyl acetate and aqueous NaHCO3. Separate and dry the organic layer (Na2SO4... The reactants are CO, CC(C)(C)OC(=O)NC1CC(CN=[N+]=[N-])OC1=O. Yields the product CC(C)(C)OC(=O)NC1CC(O)CNC1=O. As a reaction SMILES: [CH3:19][OH:20].[N:1](=[N+:2]=[N-:3])[CH2:4][CH:5]1[CH2:6][CH:7]([NH:11][C:12]([O:13][C:14]([CH3:15])([CH3:16])[CH3:17])=[O:18])[C:8](=[O:10])[O:9]1>>[NH:1]1[CH2:4][CH:5]([OH:9])[CH2:6][CH:7]([NH:11][C:12]([O:13][C:14]([CH3:15])([CH3:16])[CH3:17])=[O:18])[C:8]1=[O:10].